The task is: describe an organic reaction: reactants, conditions, products, and yield. This data is from the Open Reaction Database (ORD), a public repository of structured organic reaction records. The reactants are C(C1=CC=CC=C1)OC1=CC2=C(COB2O)C=C1 (6-Benzyloxy-1,3-dihydro-1-hydroxy-2,1-benzoxaborole), [H][H] (hydrogen). Reagents/catalysts: [Pd] (Pd/C). The solvent is CO (MeOH). Run at time 8 hour. The product is OC1=CC2=C(COB2O)C=C1 (6-Hydroxyl-1,3-dihydro-1-hydroxy-2,1-benzoxaborole). Yield: 98.0%. As a reaction SMILES: C([O:8][C:9]1[CH:18]=[CH:17][C:12]2[CH2:13][O:14][B:15]([OH:16])[C:11]=2[CH:10]=1)C1C=CC=CC=1.[H][H]>CO.[Pd]>[OH:8][C:9]1[CH:18]=[CH:17][C:12]2[CH2:13][O:14][B:15]([OH:16])[C:11]=2[CH:10]=1. Procedure details: H178 (13 mmol) was dissolved in MeOH (300 mL). To this solution under nitrogen was added 10% Pd/C (200 mg). The reaction mixture was vacuumed and backfilled hydrogen for 3 times, then stirred overnight at room temperature. After filtration and rotary evaporation, the residue was purified by recrystallization to give H181 (1.98 mg, 98% yield). 1H NMR (300 MHz, DMSO-d6): δ 9.29 (s, 1H), 9.04 (s, 1H), 7.18 (d, J=8.4 Hz, 2H), 6.87 (dd, J=8.1 & 2.4 Hz, 1H) and 4.86 (s, 2H) ppm. Mp 133-135° C. The reactants are BrCC(=O)OC (methyl bromoacetate), [H-].[Na+] (sodium hydride), oil, C(C1=CC=CC=C1)OC(=O)NC1C(NC2=C(C(=N1)C1=C(C=CC=C1)F)C=CC=C2)=O ((3RS)-3-benzyloxycarbonylamino-2,3-dihydro-5-(2-fluorophenyl)-1H-1,4-benzodiazepin-2-one), C(C)(=O)O (acetic acid). Run in O (water), CN(C=O)C (N,N-dimethylformamide). Conditions: time 1 hour. Product: C(C1=CC=CC=C1)OC(=O)NC1C(N(C2=C(C(=N1)C1=C(C=CC=C1)F)C=CC=C2)CC(=O)OC)=O ((3RS)-3-benzyloxycarbonylamino-2,3-dihydro-5-(2-fluoro-phenyl)-1-(methoxycarbonylmethyl)-1H-1,4-benzodiazepin-2-one). Yield: 106.8%. As a reaction SMILES: [H-].[Na+].[CH2:3]([O:10][C:11]([NH:13][CH:14]1[N:20]=[C:19]([C:21]2[CH:26]=[CH:25][CH:24]=[CH:23][C:22]=2[F:27])[C:18]2[CH:28]=[CH:29][CH:30]=[CH:31][C:17]=2[NH:16][C:15]1=[O:32])=[O:12])[C:4]1[CH:9]=[CH:8][CH:7]=[CH:6][CH:5]=1.Br[CH2:34][C:35]([O:37][CH3:38])=[O:36].C(O)(=O)C>CN(C)C=O.O>[CH2:3]([O:10][C:11]([NH:13][CH:14]1[N:20]=[C:19]([C:21]2[CH:26]=[CH:25][CH:24]=[CH:23][C:22]=2[F:27])[C:18]2[CH:28]=[CH:29][CH:30]=[CH:31][C:17]=2[N:16]([CH2:34][C:35]([O:37][CH3:38])=[O:36])[C:15]1=[O:32])=[O:12])[C:4]1[CH:9]=[CH:8][CH:7]=[CH:6][CH:5]=1 |f:0.1|. Procedure: To a suspension of sodium hydride (0.294g of a 60 % dispersion in mineral oil (7.36 mmol) in N,N-dimethylformamide (20 ml) was added slowly (3RS)-3-benzyloxycarbonylamino-2,3-dihydro-5-(2-fluorophenyl)-1H-1,4-benzodiazepin-2-one (2.70 g) under cooling in an ice-bath. The mixture was stirred at the same temperature for 0.5 hour and at ambient temperature for 1 hour. To the mixture was added dropwise a solution of methyl bromoacetate (1.13 g) in N,N-dimethylformamido (5 ml) under cooling in an ice... The product is CCN(CC)CCNC(=O)c1cc(Cl)c(N)cc1OCC#N. RXN SMILES: [Br-:28].[CH2:34]([Cl:35])[Cl:36].[Cl:23][CH2:24][C:25]#[N:26].[ClH:3].[H-:1].[NH2:4][c:5]1[cH:6][c:7]([OH:22])[c:8]([C:9](=[O:10])[NH:11][CH2:12][CH2:13][N:14]([CH2:15][CH3:16])[CH2:17][CH3:18])[cH:19][c:20]1[Cl:21].[Na+:27].[Na+:2].[O:29]=[CH:30][N:31]([CH3:32])[CH3:33].[OH2:37]>>[NH2:4][c:5]1[cH:6][c:7]([O:22][CH2:24][C:25]#[N:26])[c:8]([C:9](=[O:10])[NH:11][CH2:12][CH2:13][N:14]([CH2:15][CH3:16])[CH2:17][CH3:18])[cH:19][c:20]1[Cl:21]. The reactants are [Br-], ClCCl, N#CCCl, Cl, [H-], CCN(CC)CCNC(=O)c1cc(Cl)c(N)cc1O, [Na+], [Na+], CN(C)C=O, O. The reactants are N#CCCCCCCNCCCS(=O)(=O)O, CCCCCCC, CC1(C)C(C=C(Cl)Cl)C1C(=O)Cl, N#C[Na], O=Cc1cccc(Oc2ccccc2)c1, O. Yields the product CC1(C)C(C=C(Cl)Cl)C1C(=O)OC(C#N)c1cccc(Oc2ccccc2)c1. As a reaction SMILES: [C:4]([CH2:5][CH2:6][CH2:7][CH2:8][CH2:9][CH2:10][NH:11][CH2:12][CH2:13][CH2:14][S:15]([OH:16])(=[O:17])=[O:18])#[N:19].[CH3:48][CH2:49][CH2:50][CH2:51][CH2:52][CH2:53][CH3:54].[Cl:20][C:21](=[CH:22][CH:23]1[C:24]([CH3:29])([CH3:30])[CH:25]1[C:26](=[O:27])[Cl:28])[Cl:31].[Na:1][C:2]#[N:3].[O:32]([c:33]1[cH:34][cH:35][cH:36][cH:37][cH:38]1)[c:39]1[cH:40][c:41]([CH:42]=[O:43])[cH:44][cH:45][cH:46]1.[OH2:47]>>[C:2](#[N:3])[CH:42]([c:41]1[cH:40][c:39]([O:32][c:33]2[cH:34][cH:35][cH:36][cH:37][cH:38]2)[cH:46][cH:45][cH:44]1)[O:43][C:26]([CH:25]1[CH:23]([CH:22]=[C:21]([Cl:20])[Cl:31])[C:24]1([CH3:29])[CH3:30])=[O:27]. Starting materials: C1(CCCCC1)C1CC(C2=CC=C(C(=C2C1)OC)OC)=O (3-cyclohexyl-5,6-dimethoxy-1,2,3,4-tetrahydronaphthalen-1-one), C[Si](C)(C)C#N (trimethylsilylcyanide), [Cl-].[Al+3].[Cl-].[Cl-] (aluminum chloride), [H-].[Al+3].[Li+].[H-].[H-].[H-] (lithium aluminum hydride). Product: NCC1(CC(CC2=C(C(=CC=C12)OC)OC)C1CCCCC1)O (1-aminomethyl-5,6-dimethoxy-1-hydroxy-3-cyclohexyl-1,2,3,4-tetrahydronaphthalene). As a reaction SMILES: [CH:1]1([CH:7]2[CH2:16][C:15]3[C:10](=[CH:11][CH:12]=[C:13]([O:19][CH3:20])[C:14]=3[O:17][CH3:18])[C:9](=[O:21])[CH2:8]2)[CH2:6][CH2:5][CH2:4][CH2:3][CH2:2]1.C[Si]([C:26]#[N:27])(C)C.[Cl-].[Al+3].[Cl-].[Cl-].[H-].[Al+3].[Li+].[H-].[H-].[H-]>>[NH2:27][CH2:26][C:9]1([OH:21])[C:10]2[C:15](=[C:14]([O:17][CH3:18])[C:13]([O:19][CH3:20])=[CH:12][CH:11]=2)[CH2:16][CH:7]([CH:1]2[CH2:2][CH2:3][CH2:4][CH2:5][CH2:6]2)[CH2:8]1 |f:2.3.4.5,6.7.8.9.10.11|. Procedure details: 2-(2',3'-Dimethoxyphenyl)-1,3-dithiane, from Step 1 of Example 1, Method B, and ethyl 3-cyclohexylpropenoate, from Step 1 of this Example, were condensed as described in Step 2 of Example 1, Method B. The adduct was treated with Raney nickel and sodium hydroxide to give the corresponding acid. The acid was cyclized with polyphosphoric acid as described in Step 6 of Example 1, Method A, to give 3-cyclohexyl-5,6-dimethoxy-1,2,3,4-tetrahydronaphthalen-1-one. This ketone was treated with trimethylsi...